describe an organic reaction: reactants, conditions, products, and yield From a dataset of the Open Reaction Database (ORD), a public repository of structured organic reaction records. The reactants are O=C1CCc2ccc(Br)cc2C1, CC(=O)O[BH-](OC(C)=O)OC(C)=O, CCCN, ClCCCl, [Na+]. Product: CCCNC1CCc2ccc(Br)cc2C1. RXN SMILES: [Br:1][c:2]1[cH:3][cH:4][c:5]2[c:10]([cH:11]1)[CH2:9][C:8](=[O:12])[CH2:7][CH2:6]2.[C:17]([O:18][BH-:19]([O:20][C:21](=[O:22])[CH3:23])[O:24][C:25](=[O:26])[CH3:27])(=[O:28])[CH3:29].[CH2:13]([CH2:14][CH3:15])[NH2:16].[Cl:31][CH2:32][CH2:33][Cl:34].[Na+:30]>>[Br:1][c:2]1[cH:3][cH:4][c:5]2[c:10]([cH:11]1)[CH2:9][CH:8]([NH:16][CH2:13][CH2:14][CH3:15])[CH2:7][CH2:6]2. Reactants: [H-].[Na+] (NaH), CN1C(N(C(C2=C1C(=CN2)C)=O)C)=O (1,3,7-Trimethyl-1H-pyrrolo[3,2-d]pyrimidine-2,4(3H,5H)-dione), BrCC(=O)NC=1SC=C(N1)C1=C(C=C(C=C1)F)F (2-bromo-N-[4-(2,4-difluorophenyl)-1,3-thiazol-2-yl]acetamide). Run in CN(C)C=O (DMF). Product: FC1=C(C=CC(=C1)F)C=1N=C(SC1)NC(CN1C=CC=2N(C(N(C(C21)=O)C)=O)C)=O (N-[4-(2,4-Difluorophenyl)-1,3-thiazol-2-yl]-2-(1,3-dimethyl-2,4-dioxo-1,2,3,4-tetrahydro-5H-pyrrolo[3,2-d]pyrimidin-5-yl)acetamide), product. Reaction SMILES: [CH3:1][N:2]1[C:7]2[C:8](C)=[CH:9][NH:10][C:6]=2[C:5](=[O:12])[N:4]([CH3:13])[C:3]1=[O:14].Br[CH2:16][C:17]([NH:19][C:20]1[S:21][CH:22]=[C:23]([C:25]2[CH:30]=[CH:29][C:28]([F:31])=[CH:27][C:26]=2[F:32])[N:24]=1)=[O:18].[H-].[Na+]>CN(C=O)C>[F:32][C:26]1[CH:27]=[C:28]([F:31])[CH:29]=[CH:30][C:25]=1[C:23]1[N:24]=[C:20]([NH:19][C:17](=[O:18])[CH2:16][N:10]2[C:6]3[C:5](=[O:12])[N:4]([CH3:13])[C:3](=[O:14])[N:2]([CH3:1])[C:7]=3[CH:8]=[CH:9]2)[S:21][CH:22]=1 |f:2.3|. Procedure details: The title compound was prepared according to the general procedure (Method A) by coupling Intermediate 1 (50 mg, 0.279 mmol) with 2-bromo-N-[4-(2,4-difluorophenyl)-1,3-thiazol-2-yl]acetamide (111 mg, 0.330 mmol) in the presence of NaH (16 mg, 0.666 mmol) in dry DMF (5.0 mL) to give 60 mg of the product as a white solid; 1H NMR (δ ppm, DMSO-d6, 300 MHz) 3.17 (s, 3H), 3.40 (s, 3H), 5.32 (s, 2H), 6.23 (s, 1H), 7.21-7.27 (m, 1H), 7.36-7.42 (m, 2H), 7.52 (s, 1H), 8.03-8.10 (m, 1H), 12.70 (br s, 1H); ... The reactants are CC=1N=CN(C1)C1=CC=C(C=C1)NC(=S)N ([4-(4-methyl-imidazol-1-yl)-phenyl]-thiourea), BrC(C(=O)C1=CC=CC=C1)C (2-bromopropiophenone). Yields the product CC=1N=CN(C1)C1=CC=C(C=C1)NC=1SC(=C(N1)C1=CC=CC=C1)C ([4-(4-Methyl-imidazol-1-yl)-phenyl]-(5-methyl-4-phenyl-thiazol-2-yl)-amine). Yield: 94.0%. RXN SMILES: [CH3:1][C:2]1[N:3]=[CH:4][N:5]([C:7]2[CH:12]=[CH:11][C:10]([NH:13][C:14]([NH2:16])=[S:15])=[CH:9][CH:8]=2)[CH:6]=1.Br[CH:18]([CH3:27])[C:19]([C:21]1[CH:26]=[CH:25][CH:24]=[CH:23][CH:22]=1)=O>>[CH3:1][C:2]1[N:3]=[CH:4][N:5]([C:7]2[CH:8]=[CH:9][C:10]([NH:13][C:14]3[S:15][C:18]([CH3:27])=[C:19]([C:21]4[CH:26]=[CH:25][CH:24]=[CH:23][CH:22]=4)[N:16]=3)=[CH:11][CH:12]=2)[CH:6]=1. Procedure details: Prepared in analogy to example 64d) from 100 mg (0.43 mmol) [4-(4-methyl-imidazol-1-yl)-phenyl]-thiourea and 101 mg (0.47 mmol) 2-bromopropiophenone. 140 mg (94%) of the product was isolated as a colorless solid. MS ISP (m/e): 347.1 (100) (M+H)+. 1H NMR (DMSO-D6, 300 MHz): δ (ppm)=10.48 (s, 1H), 9.46 (s, 1H), 7.93 (s, 1H), 7.88 (d, 2H), 7.69 (d, 2H), 7.47 (t, 2H), 7.36 (t, 1H), 2.46 (s, 3H), 2.34 (s, 3H). The reactants are CCOC(C)=O, C=C(C(=O)c1ccc(=O)[nH]c1)c1ccc(Cl)cc1Cl. Product: CC(C(=O)c1ccc(=O)[nH]c1)c1ccc(Cl)cc1Cl. Reaction SMILES: [CH3:20][CH2:21][O:22][C:23]([CH3:24])=[O:25].[Cl:1][c:2]1[c:3]([C:9]([C:10](=[O:11])[c:12]2[cH:13][cH:14][c:15](=[O:18])[nH:16][cH:17]2)=[CH2:19])[cH:4][cH:5][c:6]([Cl:8])[cH:7]1>>[Cl:1][c:2]1[c:3]([CH:9]([C:10](=[O:11])[c:12]2[cH:13][cH:14][c:15](=[O:18])[nH:16][cH:17]2)[CH3:19])[cH:4][cH:5][c:6]([Cl:8])[cH:7]1. Reactants: FC1=C(C=CC(=C1)F)CCNC(=O)C=1N=NC(=CC1)Cl (6-chloropyridazine-3-carboxylic acid [2-(2,4-difluorophenyl)ethyl]amide), N1(CCNCC1)C(=O)C1=C(C=CC=C1)C(F)(F)F (piperazin-1-yl-(2-trifluoromethylphenyl)methanone). Yields the product FC1=C(C=CC(=C1)F)CCNC(=O)C=1N=NC(=CC1)N1CCN(CC1)C(C1=C(C=CC=C1)C(F)(F)F)=O (6-[4-(2-TRIFLUOROMETHYLBENZOYL)PIPERAZIN-1-YL]PYRIDAZINE-3-CARBOXYLIC ACID [2-(2,4-DIFLUOROPHENYL)ETHYL]AMIDE), solid. Isolated yield 33.0%. RXN SMILES: [F:1][C:2]1[CH:7]=[C:6]([F:8])[CH:5]=[CH:4][C:3]=1[CH2:9][CH2:10][NH:11][C:12]([C:14]1[N:15]=[N:16][C:17](Cl)=[CH:18][CH:19]=1)=[O:13].[N:21]1([C:27]([C:29]2[CH:34]=[CH:33][CH:32]=[CH:31][C:30]=2[C:35]([F:38])([F:37])[F:36])=[O:28])[CH2:26][CH2:25][NH:24][CH2:23][CH2:22]1>>[F:1][C:2]1[CH:7]=[C:6]([F:8])[CH:5]=[CH:4][C:3]=1[CH2:9][CH2:10][NH:11][C:12]([C:14]1[N:15]=[N:16][C:17]([N:24]2[CH2:25][CH2:26][N:21]([C:27](=[O:28])[C:29]3[CH:34]=[CH:33][CH:32]=[CH:31][C:30]=3[C:35]([F:38])([F:36])[F:37])[CH2:22][CH2:23]2)=[CH:18][CH:19]=1)=[O:13]. Procedure details: Following the procedure of Example 15, making variations only as required to use 6-chloropyridazine-3-carboxylic acid [2-(2,4-difluorophenyl)ethyl]amide in place of 6-chloropyridazine-3-carboxylic acid (2-cyclopropyl-2-hydroxyethyl)amide to react with piperazin-1-yl-(2-trifluoromethylphenyl)methanone, the title compound was obtained as a white solid (33% yield). m.p. 179-181° C. 1H NMR (400 MHz, CDCl3) δ 8.04, 7.91, 7.75, 7.61, 7.37, 7.30-6.89, 4.09-3.66, 3.38-3.32, 2.88. MS (ES+) m/z 520 (M+1). Reactants: C(C)(=O)O[BH-](OC(C)=O)OC(C)=O.[Na+] (sodium triacetoxyborohydride), NC=1C=C2[C@H]3[C@@H](N4C2=C(C1)COCC4)CCN(C3)C(=O)OC(C)(C)C (tert-butyl (7bR,11aS)-6-amino-1,2,7b,10,11,11a-hexahydro-4H-[1,4]oxazepino[6,5,4-hi]pyrido[4,3-b]indole-9(8H)-carboxylate), FC1=C(C=O)C=CC=C1C(F)(F)F (2-fluoro-3-(trifluoromethyl)benzaldehyde). Reagents/catalysts: C(C)(=O)O (acetic acid). The solvent is C(C)#N (acetonitrile). Reaction conditions: time 1 hour. Yields the product FC1=C(CC2COCC=3C=C(C=C4C5C(N2C34)CCNC5)N)C=CC=C1C(F)(F)F (2-fluoro-3-(trifluoromethyl)benzyl-1,2,7b,8,9,10,11,11a-octahydro-4H-[1,4]oxazepino[6,5,4-hi]pyrido[4,3-b]indol-6-amine). RXN SMILES: [NH2:1][C:2]1[CH:3]=[C:4]2[C:8]3=[C:9]([CH2:11][O:12][CH2:13][CH2:14][N:7]3[C@H:6]3[CH2:15][CH2:16][N:17](C(OC(C)(C)C)=O)[CH2:18][C@@H:5]23)[CH:10]=1.[F:26][C:27]1[C:34]([C:35]([F:38])([F:37])[F:36])=[CH:33][CH:32]=[CH:31][C:28]=1[CH:29]=O.C(O[BH-](OC(=O)C)OC(=O)C)(=O)C.[Na+]>C(#N)C.C(O)(=O)C>[F:26][C:27]1[C:34]([C:35]([F:36])([F:37])[F:38])=[CH:33][CH:32]=[CH:31][C:28]=1[CH2:29][CH:14]1[N:7]2[C:8]3[C:4]([CH:5]4[CH2:18][NH:17][CH2:16][CH2:15][CH:6]42)=[CH:3][C:2]([NH2:1])=[CH:10][C:9]=3[CH2:11][O:12][CH2:13]1 |f:2.3|. Procedure details: To a solution of tert-butyl (7bR,11aS)-6-amino-1,2,7b,10,11,11a-hexahydro-4H-[1,4]oxazepino[6,5,4-hi]pyrido[4,3-b]indole-9(8H)-carboxylate from EXAMPLE 56, Part B (35 mg, 0.10 mmol) in 5 mL of acetonitrile was added 2-fluoro-3-(trifluoromethyl)benzaldehyde (38 mg, 0.20 mmol) and three drops of glacial acetic acid. The reaction was stirred at ambient temperature for 1 h and then there was added sodium triacetoxyborohydride (64 mg, 0.30 mmol). The reaction was stirred at ambient temperature for 3 ... Reactants: FC1=C(C=C(C(=C1)Cl)OC1CCCC1)[N+](=O)[O-] (2-fluoro-4-chloro-5-cyclopentyloxynitrobenzene). The reagents and catalysts are [C].[Pd] (palladium-carbon). The solvent is C1(=CC=CC=C1)C (toluene). Yields the product FC1=C(N)C=C(C(=C1)Cl)OC1CCCC1 (2-fluoro-4-chloro-5-cyclopentyloxyaniline). RXN SMILES: [F:1][C:2]1[CH:7]=[C:6]([Cl:8])[C:5]([O:9][CH:10]2[CH2:14][CH2:13][CH2:12][CH2:11]2)=[CH:4][C:3]=1[N+:15]([O-])=O>C1(C)C=CC=CC=1.[C].[Pd]>[F:1][C:2]1[CH:7]=[C:6]([Cl:8])[C:5]([O:9][CH:10]2[CH2:14][CH2:13][CH2:12][CH2:11]2)=[CH:4][C:3]=1[NH2:15] |f:2.3|. Reported procedure: The resulting 2-fluoro-4-chloro-5-cyclopentyloxynitrobenzene (13.0 g, 50.1 mmol) was dissolved in toluene (100 ml), a catalytic amount of 10% palladium-carbon (0.5 g) was added thereto, and the mixture was reacted at room temperature to 70° C. under a hydrogen pressure of 3 to 5 atms. in a glass autoclave. After absorption of hydrogen gas ceased, the catalyst was removed by filtration, and the solvent was distilled off under reduced pressure from the filtrate to obtain substantially quantitative... As a reaction SMILES: [CH3:40][N:41]([c:42]1[cH:43][cH:44][n:45][cH:46][cH:47]1)[CH3:48].[CH:22]1([N:23]=[C:24]=[N:25][CH:26]2[CH2:27][CH2:28][CH2:29][CH2:30][CH2:31]2)[CH2:32][CH2:33][CH2:34][CH2:35][CH2:36]1.[Cl:37][CH2:38][Cl:39].[NH2:1][c:2]1[c:3]([C:4](=[O:5])[O:6][CH3:7])[cH:8][cH:9][cH:10][c:11]1[NH2:12].[OH:13][C:14](=[O:15])[c:16]1[cH:17][cH:18][cH:19][cH:20][cH:21]1>>[NH:1]([c:2]1[c:3]([C:4](=[O:5])[O:6][CH3:7])[cH:8][cH:9][cH:10][c:11]1[NH2:12])[C:14](=[O:13])[c:16]1[cH:17][cH:18][cH:19][cH:20][cH:21]1. Product: COC(=O)c1cccc(N)c1NC(=O)c1ccccc1. Reactants: CN(C)c1ccncc1, C(=NC1CCCCC1)=NC1CCCCC1, ClCCl, COC(=O)c1cccc(N)c1N, O=C(O)c1ccccc1. Reactants: CC(=O)O[Hg]C1=CC=CC=C1 (Phenyl Mercuric Acetate), [Br-] (Bromide), [Cl-] (Chloride), C(C1=CC=CC=C1)(=O)[O-] (Benzoate), B([O-])([O-])[O-] (Borate). The product is C(C1=CC=CC=C1)(=O)OC1=CC=CC=C1 (Phenyl Benzoate). Reaction SMILES: CC(O[Hg][C:6]1[CH:11]=[CH:10][CH:9]=[CH:8][CH:7]=1)=O.[C:12]([O-:20])(=[O:19])[C:13]1[CH:18]=[CH:17][CH:16]=[CH:15][CH:14]=1.B([O-])([O-])[O-].[Br-].[Cl-]>>[C:12]([O:20][C:6]1[CH:7]=[CH:8][CH:9]=[CH:10][CH:11]=1)(=[O:19])[C:13]1[CH:18]=[CH:17][CH:16]=[CH:15][CH:14]=1. Procedure: Phenyl Mercuric Acetate, Benzoate, Borate, Bromide or Chloride Reactants: BrCc1ccccc1, CC(C)=O, [K+], [K+], O=C([O-])[O-], O, CC(=O)c1cc(OCC2CO2)ccc1O. The product is CC(=O)c1cc(OCC2CO2)ccc1OCc1ccccc1. RXN SMILES: [Br:16][CH2:17][c:18]1[cH:19][cH:20][cH:21][cH:22][cH:23]1.[CH3:31][C:32](=[O:33])[CH3:34].[K+:24].[K+:25].[O-:26][C:27]([O-:28])=[O:29].[OH2:30].[OH:1][c:2]1[c:3]([C:13](=[O:14])[CH3:15])[cH:4][c:5]([O:8][CH2:9][CH:10]2[CH2:11][O:12]2)[cH:6][cH:7]1>>[O:1]([c:2]1[c:3]([C:13](=[O:14])[CH3:15])[cH:4][c:5]([O:8][CH2:9][CH:10]2[CH2:11][O:12]2)[cH:6][cH:7]1)[CH2:17][c:18]1[cH:19][cH:20][cH:21][cH:22][cH:23]1.